Dataset: the Open Reaction Database (ORD), a public repository of structured organic reaction records. Task: describe an organic reaction: reactants, conditions, products, and yield RXN SMILES: [CH2:1]([N:3]1[C:12]2[C:7](=[CH:8][CH:9]=[C:10]([CH3:13])[N:11]=2)[C:6](N2CCCC2)=[C:5]([C:19]#[N:20])[C:4]1=[O:21])[CH3:2].[OH-:22].[Na+].Cl>C(O)C>[CH2:1]([N:3]1[C:12]2[C:7](=[CH:8][CH:9]=[C:10]([CH3:13])[N:11]=2)[C:6]([OH:22])=[C:5]([C:19]#[N:20])[C:4]1=[O:21])[CH3:2] |f:1.2|. Yields the product C(C)N1C(C(=C(C2=CC=C(N=C12)C)O)C#N)=O (1-Ethyl-1,2-dihydro-4-hydroxy-7-methyl-2-oxo-1,8-naphthyridine-3-carbonitrile). Reactants: C(C)N1C(C(=C(C2=CC=C(N=C12)C)N1CCCC1)C#N)=O (1-ethyl-1,2-dihydro-7-methyl-2-oxo-4-(1-pyrrolidinyl)-1,8-naphthyridine-3-carbonitrile), [OH-].[Na+] (sodium hydroxide), Cl (hydrochloric acid). Procedure details: A stirred mixture of 0.5 g. of 1-ethyl-1,2-dihydro-7-methyl-2-oxo-4-(1-pyrrolidinyl)-1,8-naphthyridine-3-carbonitrile in 15 ml. of 20% aqueous sodium hydroxide containing 15 ml. of ethanol was heated under reflux for 3 hours. The solution was cooled and was acidified with concentrated hydrochloric acid. The precipitate which formed was collected, air dried and was recrystallized from ethanol to afford 0.2 g. of the title compound, m.p. 274°-6° C. Run in C(C)O (ethanol).